Dataset: the Open Reaction Database (ORD), a public repository of structured organic reaction records. Task: describe an organic reaction: reactants, conditions, products, and yield Starting materials: C(O)([O-])=O.[Na+] (Sodium hydrogen carbonate), CN1CCN(CC1)CCOCC(CC(=O)OCCCC1=CC=CC=C1)=O (3-phenylpropyl 4-(2-(4-methyl-1-piperazinyl)ethoxy)acetoacetate), ClC=1C=C(C=O)C=CC1Cl (3,4-dichlorobenzaldehyde), Cl.C(N)(=N)C=1OC=CC1 (2-amidinofuran hydrochloride), N1CCCCC1 (piperidine). Solvent: CN(C=O)C (N,N-dimethylformamide), C(C)(=O)O (acetic acid). Reaction conditions: time 5 day. The product is ClC=1C=C(C=CC1Cl)C1N=C(NC(=C1C(=O)OCCCC1=CC=CC=C1)COCCN1CCN(CC1)C)C=1OC=CC1 (3-Phenylpropyl 4-(3,4-dichlorophenyl)-2-(2-furyl)-6-[(2-(4-methyl-1-piperazinyl)ethoxy)methyl]-1,4-dihydropyrimidine-5-carboxylate). Isolated yield 5.7%. As a reaction SMILES: [CH3:1][N:2]1[CH2:7][CH2:6][N:5]([CH2:8][CH2:9][O:10][CH2:11][C:12](=O)[CH2:13][C:14]([O:16][CH2:17][CH2:18][CH2:19][C:20]2[CH:25]=[CH:24][CH:23]=[CH:22][CH:21]=2)=[O:15])[CH2:4][CH2:3]1.[Cl:27][C:28]1[CH:29]=[C:30]([CH:33]=[CH:34][C:35]=1[Cl:36])[CH:31]=O.Cl.[C:38]([C:41]1[O:42][CH:43]=[CH:44][CH:45]=1)(=[NH:40])[NH2:39].N1CCCCC1.C(=O)([O-])O.[Na+]>CN(C)C=O.C(O)(=O)C>[Cl:27][C:28]1[CH:29]=[C:30]([CH:31]2[C:13]([C:14]([O:16][CH2:17][CH2:18][CH2:19][C:20]3[CH:25]=[CH:24][CH:23]=[CH:22][CH:21]=3)=[O:15])=[C:12]([CH2:11][O:10][CH2:9][CH2:8][N:5]3[CH2:6][CH2:7][N:2]([CH3:1])[CH2:3][CH2:4]3)[NH:40][C:38]([C:41]3[O:42][CH:43]=[CH:44][CH:45]=3)=[N:39]2)[CH:33]=[CH:34][C:35]=1[Cl:36] |f:2.3,5.6|. Procedure: A mixture of 3-phenylpropyl 4-(2-(4-methyl-1-piperazinyl)ethoxy)acetoacetate (500 mg, 1.38 mmol), 3,4-dichlorobenzaldehyde (241.5 mg, 1.38 mmol), 2-amidinofuran hydrochloride (202.3 mg, 1.38 mmol) and catalytic amounts of piperidine (1 μL) and acetic acid (10 μL) was stirred in N,N-dimethylformamide (5 mL) for 2 days at room temperature. Sodium hydrogen carbonate was added and the reaction mixture was stirred for an additional 5 days at room temperature before heating to 60° C. for 3 days. The D... Reactants: C[O-].[Na+] (sodium methoxide), N\C(=C(/C(=O)OCC)\C)\C(F)(F)F (Ethyl 3-amino-4,4,4-trifluoro-2-methylcrotonate), BrC1=CC(=C(C=C1)NC(OCC)=O)F (ethyl N-(4-bromo-2-fluoro-phenyl)carbamate). The solvent is CN(C)C=O (DMF), CN(C)C=O (DMF), CN(C)C=O (DMF). Run at temperature 5 celsius, time 30 minute. Product: BrC1=CC(=C(C=C1)N1C(NC(=C(C1=O)C)C(F)(F)F)=O)F (3-(4-bromo-2-fluorophenyl)-5-methyl-6-trifluoromethyl-2,4(1H,3H)-pyrimidinedione). Isolated yield 42.6%. As a reaction SMILES: [NH2:1]/[C:2](/[C:10]([F:13])([F:12])[F:11])=[C:3](/[CH3:9])\[C:4]([O:6]CC)=O.C[O-].[Na+].[Br:17][C:18]1[CH:23]=[CH:22][C:21]([NH:24][C:25](=O)[O:26]CC)=[C:20]([F:30])[CH:19]=1>CN(C=O)C>[Br:17][C:18]1[CH:23]=[CH:22][C:21]([N:24]2[C:4](=[O:6])[C:3]([CH3:9])=[C:2]([C:10]([F:11])([F:12])[F:13])[NH:1][C:25]2=[O:26])=[C:20]([F:30])[CH:19]=1 |f:1.2|. Reported procedure: Ethyl 3-amino-4,4,4-trifluoro-2-methylcrotonate (26.0 g) was dissolved in DMF (123 ml). To this solution, a suspension of sodium methoxide in DNF (7.78 g) was added dropwise at 0° C., and the mixture was stirred at 5° C. for 30 minutes. Then, a DMF solution of ethyl N-(4-bromo-2-fluoro-phenyl)carbamate (31.44 g) was added dropwise thereto, and the mixture was stirred at 130° C. for 5 hours. After the reaction, DMF was distilled off under reduced pressure, and the residue was acidified by adding ... Starting materials: NCc1cccc(Br)c1, Br, CC(=O)O, CO, CC(C)(C)OC(=O)N1CCC(=O)CC1, O. Yields the product CC(C)(C)OC(=O)N1CCC(NCc2cccc(Br)c2)CC1. Reaction SMILES: [Br:16][c:17]1[cH:18][c:19]([CH2:20][NH2:21])[cH:22][cH:23][cH:24]1.[BrH:15].[CH3:25][C:26](=[O:27])[OH:28].[CH3:30][OH:31].[O:1]=[C:2]1[CH2:3][CH2:4][N:5]([C:8](=[O:9])[O:10][C:11]([CH3:12])([CH3:13])[CH3:14])[CH2:6][CH2:7]1.[OH2:29]>>[CH:2]1([NH:21][CH2:20][c:19]2[cH:18][c:17]([Br:16])[cH:24][cH:23][cH:22]2)[CH2:3][CH2:4][N:5]([C:8](=[O:9])[O:10][C:11]([CH3:12])([CH3:13])[CH3:14])[CH2:6][CH2:7]1.